Dataset: the Open Reaction Database (ORD), a public repository of structured organic reaction records. Task: describe an organic reaction: reactants, conditions, products, and yield The reactants are CC(=O)OC(=O)C (Ac2O), [Li]CCCC (n-BuLi), O1COC2=C1C=CC(=C2)CN(CC2=C(N=CN2CCCC)C2=CC=CC=C2)CC2=CC1=C(OCO1)C=C2 (1-(1,3-benzodioxol-5-yl)-N-(1,3-benzodioxol-5-ylmethyl)-N-[(1-butyl-4-phenyl-1H-imidazol-5-yl)methyl]methanamine). Solvent: C1CCOC1 (THF). Run at temperature -78 celsius, time 1 hour. The product is O1COC2=C1C=CC(=C2)CN(CC2=CC1=C(OCO1)C=C2)CC2=C(N=C(N2CCCC)C(C)=O)C2=CC=CC=C2 (1-(5-{[bis(1,3-benzodioxol-5-ylmethyl)amino]methyl}-1-butyl-4-phenyl-1H-imidazol-2-yl)ethanone), Compound 8. Reaction SMILES: [Li]CCCC.[O:6]1[C:10]2[CH:11]=[CH:12][C:13]([CH2:15][N:16]([CH2:33][C:34]3[CH:42]=[CH:41][C:37]4[O:38][CH2:39][O:40][C:36]=4[CH:35]=3)[CH2:17][C:18]3[N:22]([CH2:23][CH2:24][CH2:25][CH3:26])[CH:21]=[N:20][C:19]=3[C:27]3[CH:32]=[CH:31][CH:30]=[CH:29][CH:28]=3)=[CH:14][C:9]=2[O:8][CH2:7]1.[CH3:43][C:44](OC(C)=O)=[O:45]>C1COCC1>[O:38]1[C:37]2[CH:41]=[CH:42][C:34]([CH2:33][N:16]([CH2:17][C:18]3[N:22]([CH2:23][CH2:24][CH2:25][CH3:26])[C:21]([C:44](=[O:45])[CH3:43])=[N:20][C:19]=3[C:27]3[CH:32]=[CH:31][CH:30]=[CH:29][CH:28]=3)[CH2:15][C:13]3[CH:12]=[CH:11][C:10]4[O:6][CH2:7][O:8][C:9]=4[CH:14]=3)=[CH:35][C:36]=2[O:40][CH2:39]1. Reported procedure: n-BuLi (1.2 equivalents in 175 μl hexane) is added to a solution of 1-(1,3-benzodioxol-5-yl)-N-(1,3-benzodioxol-5-ylmethyl)-N-[(1-butyl-4-phenyl-1H-imidazol-5-yl)methyl]methanamine (118 mg), obtained as a minor product in Example 2, step 4, in 10 mL anhydrous THF under N2 at −78° C. The resulting mixture is stirred at −78° C. for 1 hour. Ac2O (118.4 mg, 1.2 equivalents) is added. The reaction mixture is stirred at −78° C. for 2 more hours, warmed to room temperature, and stirred overnight. The r...